Dataset: the Open Reaction Database (ORD), a public repository of structured organic reaction records. Task: describe an organic reaction: reactants, conditions, products, and yield The reactants are BrC1=Cc2ccccc2C1, C1=C(n2cccc2)Cc2ccccc21, Cc1c[nH]c(C)c1, COCCOC, Cc1ccccc1, [K+], [K+], [K+], O=P([O-])([O-])[O-]. Product: Cc1cc(C)n(C2=Cc3ccccc3C2)c1. RXN SMILES: [Br:22][C:23]1=[CH:27][c:26]2[c:25]([cH:31][cH:30][cH:29][cH:28]2)[CH2:24]1.[CH2:1]1[C:2]([n:10]2[cH:11][cH:12][cH:13][cH:14]2)=[CH:3][c:4]2[cH:5][cH:6][cH:7][cH:8][c:9]21.[CH3:15][c:16]1[nH:17][cH:18][c:19]([CH3:21])[cH:20]1.[CH3:40][O:41][CH2:42][CH2:43][O:44][CH3:45].[CH3:46][c:47]1[cH:48][cH:49][cH:50][cH:51][cH:52]1.[K+:37].[K+:38].[K+:39].[P:32]([O-:33])([O-:34])([O-:35])=[O:36]>>[CH2:1]1[C:2]([n:17]2[c:16]([CH3:15])[cH:20][c:19]([CH3:21])[cH:18]2)=[CH:3][c:4]2[cH:5][cH:6][cH:7][cH:8][c:9]21. Reactants: BrCC(CCCCCC1=CC=CC=C1)=O (1-bromo-7-phenylheptan-2-one), C(=O)(OC(C)(C)C)NC(=N)N (Boc guanidine), O (Water). Run in CN(C)C=O (DMF). Conditions: time 48 hour. Product: NC=1N(C=C(N1)CCCCCC1=CC=CC=C1)C(=O)OC(C)(C)C (tert-butyl 2-amino-4-(5-phenylpentyl)-1H-imidazole-1-carboxylate). The yield is 63.0%. RXN SMILES: Br[CH2:2][C:3](=O)[CH2:4][CH2:5][CH2:6][CH2:7][CH2:8][C:9]1[CH:14]=[CH:13][CH:12]=[CH:11][CH:10]=1.[C:16]([NH:23][C:24]([NH2:26])=[NH:25])([O:18][C:19]([CH3:22])([CH3:21])[CH3:20])=[O:17].O>CN(C=O)C>[NH2:26][C:24]1[N:23]([C:16]([O:18][C:19]([CH3:22])([CH3:21])[CH3:20])=[O:17])[CH:2]=[C:3]([CH2:4][CH2:5][CH2:6][CH2:7][CH2:8][C:9]2[CH:14]=[CH:13][CH:12]=[CH:11][CH:10]=2)[N:25]=1. Procedure: 1-bromo-7-phenylheptan-2-one (1.00 g, 3.71 mmol) was placed in a 50 mL round bottomed flask with a stir bar and dissolved in 10 mL of DMF. Boc guanidine (1.77 g, 11.13 mmol) was then added to the reaction mixture and it was allowed to stir for 48 hours. Water was then added to the reaction mixture and it was placed in a separatory funnel. The mixture was then extracted twice with ethyl acetate, washed twice with water, washed twice with brine, concentrated de vacuo and then purified via column c... Reactants: CCOC(=O)Cn1nnc(-c2cnc(N3CCC(Oc4cc(Br)ccc4Cl)CC3)nc2)n1, C1CCOC1, CO, [Na+], [OH-]. Product: O=C(O)Cn1nnc(-c2cnc(N3CCC(Oc4cc(Br)ccc4Cl)CC3)nc2)n1. Reaction SMILES: [Br:1][c:2]1[cH:3][cH:4][c:5]([Cl:32])[c:6]([O:7][CH:8]2[CH2:9][CH2:10][N:11]([c:14]3[n:15][cH:16][c:17](-[c:20]4[n:21][n:22][n:23]([CH2:25][C:26](=[O:27])[O:28][CH2:29][CH3:30])[n:24]4)[cH:18][n:19]3)[CH2:12][CH2:13]2)[cH:31]1.[CH2:35]1[O:36][CH2:37][CH2:38][CH2:39]1.[CH3:40][OH:41].[Na+:34].[OH-:33]>>[Br:1][c:2]1[cH:3][cH:4][c:5]([Cl:32])[c:6]([O:7][CH:8]2[CH2:9][CH2:10][N:11]([c:14]3[n:15][cH:16][c:17](-[c:20]4[n:21][n:22][n:23]([CH2:25][C:26](=[O:27])[OH:28])[n:24]4)[cH:18][n:19]3)[CH2:12][CH2:13]2)[cH:31]1. Reactants: CC(=O)O[BH-](OC(C)=O)OC(C)=O, CC(=O)O, ClCCl, COc1ccc(F)cc1C=O, [Na+], Nc1ccc2cc(NCc3cccnc3)ccc2n1. Yields the product COc1ccc(F)cc1CNc1ccc2cc(NCc3cccnc3)ccc2n1. As a reaction SMILES: [C:35]([O:36][BH-:37]([O:38][C:39](=[O:40])[CH3:41])[O:42][C:43](=[O:44])[CH3:45])(=[O:46])[CH3:47].[CH3:31][C:32](=[O:33])[OH:34].[Cl:49][CH2:50][Cl:51].[F:20][c:21]1[cH:22][cH:23][c:24]([O:29][CH3:30])[c:25]([CH:26]=[O:27])[cH:28]1.[Na+:48].[n:1]1[cH:2][c:3]([CH2:7][NH:8][c:9]2[cH:10][c:11]3[cH:12][cH:13][c:14]([NH2:19])[n:15][c:16]3[cH:17][cH:18]2)[cH:4][cH:5][cH:6]1>>[n:1]1[cH:2][c:3]([CH2:7][NH:8][c:9]2[cH:10][c:11]3[cH:12][cH:13][c:14]([NH:19][CH2:26][c:25]4[c:24]([O:29][CH3:30])[cH:23][cH:22][c:21]([F:20])[cH:28]4)[n:15][c:16]3[cH:17][cH:18]2)[cH:4][cH:5][cH:6]1. Reported procedure: A mixture of 42 mg (0.18 mmol) of 2,2,2-trifluoro-1-(1H-indol-3-ylmethyl)ethylamine and 45 mg, 0.21 mmol) of mesitylenesulfonyl chloride in 0.5 mL of pyridine was warmed to 45° C. The reaction was monitored by thin layer chromatography (ethyl acetate-hexanes (3:7)) indicating a new less polar product compared to the amine. After 6 hours, the mixture was cooled and diluted with 7 mL of 1 N aqueous HCl and extracted with three 7 mL portions of ethyl acetate. The combined organic layers were washed... Starting materials: FC(C(CC1=CNC2=CC=CC=C12)N)(F)F (2,2,2-trifluoro-1-(1H-indol-3-ylmethyl)ethylamine), FC(C(CC1=CNC2=CC=CC=C12)N)(F)F (2,2,2-trifluoro-1-(1H-indol-3-ylmethyl)ethylamine), C1(=C(C(=CC(=C1)C)C)S(=O)(=O)Cl)C (mesitylenesulfonyl chloride), ethyl acetate-hexanes, crude material. RXN SMILES: [F:1][C:2]([F:16])([F:15])[CH:3]([NH2:14])[CH2:4][C:5]1[C:13]2[C:8](=[CH:9][CH:10]=[CH:11][CH:12]=2)[NH:7][CH:6]=1.[C:17]1([CH3:29])[CH:22]=[C:21]([CH3:23])[CH:20]=[C:19]([CH3:24])[C:18]=1[S:25](Cl)(=[O:27])=[O:26]>N1C=CC=CC=1.Cl>[CH3:29][C:17]1[CH:22]=[C:21]([CH3:23])[CH:20]=[C:19]([CH3:24])[C:18]=1[S:25]([NH:14][CH:3]([CH2:4][C:5]1[C:13]2[C:8](=[CH:9][CH:10]=[CH:11][CH:12]=2)[NH:7][CH:6]=1)[C:2]([F:1])([F:15])[F:16])(=[O:26])=[O:27]. Yield: 67.0%. Solvent: Cl (HCl), N1=CC=CC=C1 (pyridine). Run at temperature 45 celsius, time 6 hour. Product: CC1=C(C(=CC(=C1)C)C)S(=O)(=O)NC(C(F)(F)F)CC1=CNC2=CC=CC=C12 (2,4,6-Trimethyl-N-[2,2,2-trifluoro-1-(1H-indol-3-ylmethyl)ethyl]benzenesulfonamide).